This data is from the Open Reaction Database (ORD), a public repository of structured organic reaction records. The task is: describe an organic reaction: reactants, conditions, products, and yield Reactants: NC(=O)c1ccccc1, NC1CCCC1O, NC1c2ccccc2CC1O. The product is O=C(NC1c2ccccc2CC1O)c1ccccc1. RXN SMILES: [NH2:19][C:20](=[O:21])[c:22]1[cH:23][cH:24][cH:25][cH:26][cH:27]1.[NH2:1][CH:2]1[CH2:3][CH2:4][CH2:5][CH:6]1[OH:7].[NH2:8][CH:9]1[CH:10]([OH:18])[CH2:11][c:12]2[cH:13][cH:14][cH:15][cH:16][c:17]21>>[NH:8]([CH:9]1[CH:10]([OH:18])[CH2:11][c:12]2[cH:13][cH:14][cH:15][cH:16][c:17]21)[C:20](=[O:21])[c:22]1[cH:23][cH:24][cH:25][cH:26][cH:27]1. Reactants: CCOC(C)=O, CC(C)=O, CC(C)O, O, O=C1C=C(c2ccccc2)C(CCCO)O1. Yields the product O=C(O)CCC1OC(=O)C=C1c1ccccc1. As a reaction SMILES: [CH3:21][CH2:22][O:23][C:24](=[O:25])[CH3:26].[CH3:28][C:29](=[O:30])[CH3:31].[CH:17]([CH3:18])([CH3:19])[OH:20].[OH2:27].[OH:1][CH2:2][CH2:3][CH2:4][CH:5]1[C:6]([c:11]2[cH:12][cH:13][cH:14][cH:15][cH:16]2)=[CH:7][C:8](=[O:10])[O:9]1>>[O:1]=[C:2]([CH2:3][CH2:4][CH:5]1[C:6]([c:11]2[cH:12][cH:13][cH:14][cH:15][cH:16]2)=[CH:7][C:8](=[O:10])[O:9]1)[OH:20]. The reactants are Cc1ccccc1, O=C(Cl)c1ccc(F)cc1, [K+], N#C[S-]. The product is O=C(N=C=S)c1ccc(F)cc1. RXN SMILES: [CH3:15][c:16]1[cH:17][cH:18][cH:19][cH:20][cH:21]1.[F:1][c:2]1[cH:3][cH:4][c:5]([C:6](=[O:7])[Cl:8])[cH:9][cH:10]1.[K+:11].[S-:12][C:13]#[N:14]>>[F:1][c:2]1[cH:3][cH:4][c:5]([C:6](=[O:7])[N:14]=[C:13]=[S:12])[cH:9][cH:10]1.